Dataset: the Open Reaction Database (ORD), a public repository of structured organic reaction records. Task: describe an organic reaction: reactants, conditions, products, and yield Reactants: ClC1=CC=C(C(=[Se])N)C=C1 (4-chloroselenobenzamide), ClC(C=O)C=O (2-chloromalonaldehyde), C([O-])([O-])=O.[Mg+2] (magnesium carbonate). The solvent is COCCOC (1,2-dimethoxyethane). Reaction conditions: temperature 60 celsius, time 3 hour. The product is ClC1=CC=C(C=C1)C=1[Se]C(=CN1)C=O (2-(4-chlorophenyl)selenazole-5-carbaldehyde). Yield: 59.9%. As a reaction SMILES: [Cl:1][C:2]1[CH:10]=[CH:9][C:5]([C:6]([NH2:8])=[Se:7])=[CH:4][CH:3]=1.Cl[CH:12]([CH:15]=O)[CH:13]=[O:14].C(=O)([O-])[O-].[Mg+2]>COCCOC>[Cl:1][C:2]1[CH:10]=[CH:9][C:5]([C:6]2[Se:7][C:12]([CH:13]=[O:14])=[CH:15][N:8]=2)=[CH:4][CH:3]=1 |f:2.3|. Procedure details: To a suspension of 4-chloroselenobenzamide (219 mg, 1 mmol) and 2-chloromalonaldehyde (160 mg, 1.5 mmol) in 1,2-dimethoxyethane (1.5 ml) is added magnesium carbonate (42 mg, 0.5 mmol) and the resulting mixture is stirred at 60° C. under an atmosphere of nitrogen for 3 hours. The crude reaction mixture is then filtered through a plug of silica and washed with ethyl acetate, and the filtrate is concentrated to give a brown solid. The crude product is purified by flash chromatography on silica gel ...